This data is from the Open Reaction Database (ORD), a public repository of structured organic reaction records. The task is: describe an organic reaction: reactants, conditions, products, and yield Starting materials: C(#N)CCNN (2-cyanoethylhydrazine), C(C)OC(=O)C(CC1=CC=C(C(=O)O)C=C1)C(C(C)C)=O (4-(2-Ethoxycarbonyl-4-methyl-3-oxo-pentyl)benzoic acid), ice water. The solvent is C(C)(=O)O (acetic acid). Conditions: temperature 100 celsius. Yields the product C(#N)CCN1N=C(C(=C1O)CC1=CC=C(C(=O)O)C=C1)C(C)C (4-[1-(2-Cyanoethyl)-5-hydroxy-3-isopropyl-1H-pyrazol-4-ylmethyl]-benzoic acid). RXN SMILES: C(O[C:4]([CH:6]([C:17](=O)[CH:18]([CH3:20])[CH3:19])[CH2:7][C:8]1[CH:16]=[CH:15][C:11]([C:12]([OH:14])=[O:13])=[CH:10][CH:9]=1)=[O:5])C.[C:22]([CH2:24][CH2:25][NH:26][NH2:27])#[N:23]>C(O)(=O)C>[C:22]([CH2:24][CH2:25][N:26]1[C:4]([OH:5])=[C:6]([CH2:7][C:8]2[CH:9]=[CH:10][C:11]([C:12]([OH:14])=[O:13])=[CH:15][CH:16]=2)[C:17]([CH:18]([CH3:19])[CH3:20])=[N:27]1)#[N:23]. Procedure: 15 g of compound 45 are dissolved in 100 ml of glacial acetic acid. 7.4 ml of 2-cyanoethylhydrazine are added, and the solution is heated at 100° C. for 2 h. The mixture is added to ice-water and extracted several times with ethyl acetate. The organic phase is extracted with 20% strength ammonium chloride solution and saturated sodium chloride solution and dried over sodium sulfate. 2.40 g of the desired compound 46 crystallize out with the ethyl acetate phase. The mother liquor is concentrated ... The reactants are CCN=C=NCCCN(C)C (WSC), ClC=1C=C2C=CC(=CC2=CC1)S(=O)(=O)N1CC(N(C(C1)=O)N(C1CCN(CC1)C1=CC=NC=C1)C)C(=O)O (4-[(6-Chloro-2-naphthyl)sulfonyl)-1-[methyl[1-(4-pyridinyl)-4-piperidinyl]amino]-6-oxo-2-piperazinecarboxylic Acid), C(C1=CC=NC=C1)(=O)OCC (ethyl isonicotinate), O.ON1N=NC2=C1C=CC=C2 (1-hydroxy-1H-benzotriazole monohydrate). Solvent: CN(C)C=O (DMF). Conditions: time 18 hour. Product: ClC=1C=C2C=CC(=CC2=CC1)S(=O)(=O)N1CC(N(C(C1)=O)N(C1CCN(CC1)C1=CC=NC=C1)C)C(=O)N1CCC(CC1)C(=O)OCC (ethyl 1-[[4-[(6-chloro-2-naphthyl)sulfonyl]-1-[methyl[1-(4-pyridinyl)-4-piperidinyl]amino]-6-oxo-2-piperazinyl]carbonyl]-4-piperidinecarboxylate). RXN SMILES: [Cl:1][C:2]1[CH:3]=[C:4]2[C:9](=[CH:10][CH:11]=1)[CH:8]=[C:7]([S:12]([N:15]1[CH2:20][C:19](=[O:21])[N:18]([N:22]([CH3:35])[CH:23]3[CH2:28][CH2:27][N:26]([C:29]4[CH:34]=[CH:33][N:32]=[CH:31][CH:30]=4)[CH2:25][CH2:24]3)[CH:17]([C:36](O)=[O:37])[CH2:16]1)(=[O:14])=[O:13])[CH:6]=[CH:5]2.[C:39]([O:47][CH2:48][CH3:49])(=[O:46])[C:40]1[CH:45]=[CH:44][N:43]=[CH:42][CH:41]=1.O.ON1C2C=CC=CC=2N=N1.CCN=C=NCCCN(C)C>CN(C=O)C>[Cl:1][C:2]1[CH:3]=[C:4]2[C:9](=[CH:10][CH:11]=1)[CH:8]=[C:7]([S:12]([N:15]1[CH2:20][C:19](=[O:21])[N:18]([N:22]([CH3:35])[CH:23]3[CH2:28][CH2:27][N:26]([C:29]4[CH:30]=[CH:31][N:32]=[CH:33][CH:34]=4)[CH2:25][CH2:24]3)[CH:17]([C:36]([N:43]3[CH2:44][CH2:45][CH:40]([C:39]([O:47][CH2:48][CH3:49])=[O:46])[CH2:41][CH2:42]3)=[O:37])[CH2:16]1)(=[O:14])=[O:13])[CH:6]=[CH:5]2 |f:2.3|. Procedure details: A mixture of 4-[(6-chloro-2-naphthyl)sulfonyl)-1-[methyl[1-(4-pyridinyl)-4-piperidinyl]amino]-6-oxo-2-piperazine carboxylic acid (0.18 g) obtained in Example 110, ethyl isonicotinate (0.068 ml) and 1-hydroxy-1H-benzotriazole monohydrate (0.068 g) in DMF (4.4 ml) was combined with WSC (0.096 g) and stirred at room temperature for 18 hours. The reaction mixture was concentrated under reduced pressure, and partitioned between saturated aqueous sodium bicarbonate and methylene chloride. The organic ...